Dataset: the Open Reaction Database (ORD), a public repository of structured organic reaction records. Task: describe an organic reaction: reactants, conditions, products, and yield The reactants are CC1CN(C(=O)N(CC2CN(C(=O)OCc3ccccc3)CC2F)C(c2nc(-c3cc(F)ccc3F)nn2Cc2ccccc2)C(C)(C)C)CC(C)O1, CCO. The product is CC1CN(C(=O)N(CC2CNCC2F)C(c2nc(-c3cc(F)ccc3F)nn2Cc2ccccc2)C(C)(C)C)CC(C)O1. Reaction SMILES: [CH2:1]([c:2]1[cH:3][cH:4][cH:5][cH:6][cH:7]1)[n:8]1[n:9][c:10](-[c:46]2[c:47]([F:53])[cH:48][cH:49][c:50]([F:52])[cH:51]2)[n:11][c:12]1[CH:13]([C:14]([CH3:15])([CH3:16])[CH3:17])[N:18]([C:19](=[O:20])[N:21]1[CH2:22][CH:23]([CH3:28])[O:24][CH:25]([CH3:27])[CH2:26]1)[CH2:29][CH:30]1[CH2:31][N:32]([C:36]([O:37][CH2:38][c:39]2[cH:40][cH:41][cH:42][cH:43][cH:44]2)=[O:45])[CH2:33][CH:34]1[F:35].[CH3:54][CH2:55][OH:56]>>[CH2:1]([c:2]1[cH:3][cH:4][cH:5][cH:6][cH:7]1)[n:8]1[n:9][c:10](-[c:46]2[c:47]([F:53])[cH:48][cH:49][c:50]([F:52])[cH:51]2)[n:11][c:12]1[CH:13]([C:14]([CH3:15])([CH3:16])[CH3:17])[N:18]([C:19](=[O:20])[N:21]1[CH2:22][CH:23]([CH3:28])[O:24][CH:25]([CH3:27])[CH2:26]1)[CH2:29][CH:30]1[CH2:31][NH:32][CH2:33][CH:34]1[F:35]. Reactants: CC(C)[Si](Sc1ccccc1C1CCN(C(=O)OC(C)(C)C)CC1)(C(C)C)C(C)C, CCCC[N+](CCCC)(CCCC)CCCC, CC(C)(C)[O-], CCCCCCC, CCOC(C)=O, [F-], FC(F)(F)c1ccc(I)cc1, [K+]. Product: CC(C)(C)OC(=O)N1CCC(c2ccccc2Sc2ccc(C(F)(F)F)cc2)CC1. Reaction SMILES: [C:1]([CH3:2])([CH3:3])([CH3:4])[O:5][C:6](=[O:7])[N:8]1[CH2:9][CH2:10][CH:11]([c:14]2[c:15]([S:20][Si:21]([CH:22]([CH3:23])[CH3:24])([CH:25]([CH3:26])[CH3:27])[CH:28]([CH3:29])[CH3:30])[cH:16][cH:17][cH:18][cH:19]2)[CH2:12][CH2:13]1.[CH2:49]([N+:50]([CH2:51][CH2:52][CH2:53][CH3:54])([CH2:55][CH2:56][CH2:57][CH3:58])[CH2:59][CH2:60][CH2:61][CH3:62])[CH2:63][CH2:64][CH3:65].[CH3:42][C:43]([CH3:44])([O-:45])[CH3:46].[CH3:66][CH2:67][CH2:68][CH2:69][CH2:70][CH2:71][CH3:72].[CH3:73][CH2:74][O:75][C:76](=[O:77])[CH3:78].[F-:48].[I:31][c:32]1[cH:33][cH:34][c:35]([C:38]([F:39])([F:40])[F:41])[cH:36][cH:37]1.[K+:47]>>[C:1]([CH3:2])([CH3:3])([CH3:4])[O:5][C:6](=[O:7])[N:8]1[CH2:9][CH2:10][CH:11]([c:14]2[c:15]([S:20][c:32]3[cH:33][cH:34][c:35]([C:38]([F:39])([F:40])[F:41])[cH:36][cH:37]3)[cH:16][cH:17][cH:18][cH:19]2)[CH2:12][CH2:13]1. The reactants are COC(C1=CC(=CC=C1)NC(CN1C(N(C2=C(C(=N1)C1CCCCC1)C=CC=C2)CC(C(C)(C)C)=O)=O)=O)=O (3-{2-[5-Cyclohexyl-1-(3,3-dimethyl-2-oxo-butyl)-2-oxo-1,2-dihydro-3H-1,3,4-benzotriazepin-3-yl]-acetylamino}-benzoic acid methyl ester), CC(C(CN1C(N(N=C(C2=C1C=CC=C2)CC(C)C)CC(=O)O)=O)=O)(C)C ([1-(3,3-dimethyl-2-oxo-butyl)-5-isobutyl-2-oxo-1,2-dihydro-3H-1,3,4-benzotriazepin-3-yl]-acetic acid), C(C)(C)(C)OC(N(C)C1=CC(=CC=C1)N)=O ((3-amino-phenyl)-methyl-carbamic acid tert-butyl ester), C1(CCCCC1)C1=NN(C(N(C2=C1C=CC=C2)CC(C(C)(C)C)=O)=O)CC(=O)O ([5-cyclohexyl-1-(3,3-dimethyl-2-oxo-butyl)-2-oxo-1,2-dihydro-3H-1,3,4-benzotriazepin-3-yl]-acetic acid), COC(C1=CC(=CC=C1)N)=O (3-amino-benzoic acid methyl ester). The product is C(C)(C)(C)OC(N(C)C1=CC(=CC=C1)NC(CN1C(N(C2=C(C(=N1)C1CCCCC1)C=CC=C2)CC(C(C)(C)C)=O)=O)=O)=O ((3-{2-[5-cyclohexyl-1-(3,3-dimethyl-2-oxo-butyl)-2-oxo-1,2-dihydro-3H-1,3,4-benzotriazepin-3-yl]-acetylamino}-phenyl)-methyl-carbamic acid tert-butyl ester). Reaction SMILES: COC(=O)[C:4]1[CH:9]=[CH:8][CH:7]=[C:6]([NH:10][C:11](=[O:38])[CH2:12][N:13]2[N:19]=[C:18]([CH:20]3[CH2:25][CH2:24][CH2:23][CH2:22][CH2:21]3)[C:17]3[CH:26]=[CH:27][CH:28]=[CH:29][C:16]=3[N:15]([CH2:30][C:31](=[O:36])[C:32]([CH3:35])([CH3:34])[CH3:33])[C:14]2=[O:37])[CH:5]=1.CC(C)(C)C(=O)CN1C2C=CC=CC=2C(CC(C)C)=NN(CC(O)=O)C1=O.[C:67]([O:71][C:72](=[O:82])[N:73](C1C=CC=C(N)C=1)[CH3:74])([CH3:70])([CH3:69])[CH3:68].C1(C2C3C=CC=CC=3N(CC(=O)C(C)(C)C)C(=O)N(CC(O)=O)N=2)CCCCC1.COC(=O)C1C=CC=C(N)C=1>>[C:67]([O:71][C:72](=[O:82])[N:73]([C:4]1[CH:9]=[CH:8][CH:7]=[C:6]([NH:10][C:11](=[O:38])[CH2:12][N:13]2[N:19]=[C:18]([CH:17]3[CH2:16][CH2:29][CH2:28][CH2:27][CH2:26]3)[C:20]3[CH:21]=[CH:22][CH:23]=[CH:24][C:25]=3[N:15]([CH2:30][C:31](=[O:36])[C:32]([CH3:34])([CH3:35])[CH3:33])[C:14]2=[O:37])[CH:5]=1)[CH3:74])([CH3:70])([CH3:69])[CH3:68]. Procedure details: The title compound was obtained by the method used in the preparation of 3-{2-[5-cyclohexyl-1-(3,3-dimethyl-2-oxo-butyl)-2-oxo-1,2-dihydro-3H-1,3,4-benzotriazepin-3-yl]-acetylamino}-benzoic acid methyl ester (Example 1), except that [1-(3,3-dimethyl-2-oxo-butyl)-5-isobutyl-2-oxo-1,2-dihydro-3H-1,3,4-benzotriazepin-3-yl]-acetic acid (Example 11, step a) and (3-amino-phenyl)-methyl-carbamic acid tert-butyl ester (Example 3, step c) were used in place of [5-cyclohexyl-1-(3,3-dimethyl-2-oxo-butyl)-2... Reactants: C(C)(=O)OCC(=O)NC1=C(C(=C(C=C1)C#N)C(F)(F)F)C (2-{[4-cyano-2-methyl-3-(trifluoromethyl)phenyl]amino}-2-oxoethyl acetate), C(C)(=O)OCC(=O)NC1=C(C(=C(C=C1)C#N)C(F)(F)F)C (2-{[4-cyano-2-methyl-3-(trifluoromethyl)phenyl]amino}-2-oxoethyl acetate), C1(=CC=CC=C1)P(C1=CC=CC=C1)C1=CC=CC=C1 (triphenylphosphine), CC(C)OC(=O)/N=N/C(=O)OC(C)C (DIAD), C[Si](C)(C)N=[N+]=[N-] (trimethylsilylazide). The solvent is O1CCCC1 (tetrahydrofuran). Conditions: time 18 hour. The product is C(C)(=O)OCC1=NN=NN1C1=C(C(=C(C=C1)C#N)C(F)(F)F)C ({1-[4-cyano-2-methyl-3-(trifluoromethyl)phenyl]-1H-tetrazol-5-yl}methyl acetate). The yield is 42.8%. RXN SMILES: [C:1]([O:4][CH2:5][C:6]([NH:8][C:9]1[CH:14]=[CH:13][C:12]([C:15]#[N:16])=[C:11]([C:17]([F:20])([F:19])[F:18])[C:10]=1[CH3:21])=O)(=[O:3])[CH3:2].C1(P(C2C=CC=CC=2)C2C=CC=CC=2)C=CC=CC=1.CC(OC(/N=N/C(OC(C)C)=O)=O)C.C[Si]([N:59]=[N+:60]=[N-:61])(C)C>O1CCCC1>[C:1]([O:4][CH2:5][C:6]1[N:8]([C:9]2[CH:14]=[CH:13][C:12]([C:15]#[N:16])=[C:11]([C:17]([F:20])([F:19])[F:18])[C:10]=2[CH3:21])[N:61]=[N:60][N:59]=1)(=[O:3])[CH3:2]. Procedure details: To a solution of 2-{[4-cyano-2-methyl-3-(trifluoromethyl)phenyl]amino}-2-oxoethyl acetate (Intermediate 46, 710 mg, 2.37 mmol) in tetrahydrofuran (20 mL) was added triphenylphosphine (1.24 g, 4.73 mmol), DIAD (0.920 mL, 4.73 mmol) and trimethylsilylazide (0.628 mL, 4.73 mmol). The reaction was stirred at room temperature for 18 hours. Solvent was removed under vacuum and residue was purified by silica chromatography (Biotage SP4, eluting 0% ethyl acetate in iso-hexane (2 column volumes), then a ... Starting materials: tert-Butoxycarbonyl anhydride, [H][H] (Hydrogen), C(C1=CC=CC=C1)OC(=O)N1C(CCCC1C(NCCC1=CC=CC=C1)=O)CC(OC)OC (2-(2,2-Dimethoxy-ethyl)-6-phenethylcarbamoyl-piperidine-1-carboxylic acid benzyl ester), C(C1=CC=CC=C1)OC(=O)N1C(CCCC1C(NCCC1=CC=CC=C1)=O)CC(OC)OC (2-(2,2-Dimethoxy-ethyl)-6-phenethylcarbamoyl-piperidine-1-carboxylic acid benzyl ester), C1(=CC=C(C=C1)S(=O)(=O)[O-])C.[NH+]1=CC=CC=C1 (Pyridinium p-toluene sulfonate). Reagents/catalysts: [Pd] (palladium). Run in C1(=CC=CC=C1)C (toluene). Reaction conditions: temperature 80 celsius, time 2 hour. Yields the product C(C)(C)(C)OC(=O)N1C2C(N(CCC1CCC2)CCC2=CC=CC=C2)=O (2-Oxo-3-phenethyl-3,10-diaza-bicyclo[4.3.1]decane-10-carboxylic Acid tert-Butyl Ester). The yield is 1177.2%. RXN SMILES: C([O:8][C:9]([N:11]1[CH:16]([C:17](=[O:27])[NH:18][CH2:19][CH2:20][C:21]2[CH:26]=[CH:25][CH:24]=[CH:23][CH:22]=2)[CH2:15][CH2:14][CH2:13][CH:12]1[CH2:28][CH:29](OC)OC)=[O:10])C1C=CC=CC=1.[C:34]1([CH3:44])[CH:39]=CC(S([O-])(=O)=O)=C[CH:35]=1.[NH+]1C=CC=CC=1.[H][H]>C1(C)C=CC=CC=1.[Pd]>[C:34]([O:8][C:9]([N:11]1[CH:12]2[CH2:13][CH2:14][CH2:15][CH:16]1[C:17](=[O:27])[N:18]([CH2:19][CH2:20][C:21]1[CH:26]=[CH:25][CH:24]=[CH:23][CH:22]=1)[CH2:29][CH2:28]2)=[O:10])([CH3:44])([CH3:39])[CH3:35] |f:1.2|. Procedure: 2-(2,2-Dimethoxy-ethyl)-6-phenethylcarbamoyl-piperidine-1-carboxylic acid benzyl ester (Compound 239, 0.297g, 0.65mmol) was dissolved in toluene (15 ml), and the flask was immersed in a 80° C. oil bath. Pyridinium p-toluene sulfonate (0.0120 g, 0.05 mmol) was added and the reaction was stirred at 80° C. for 2 hours. After this time, the reaction was cooled down and the precipitate formed was removed by filtration. The toluene was evaporated and the residue was dissolved in dioxane (10 mL). N-(te... The reactants are CC=1C(=C(C(=O)O)C=CC1)[N+](=O)[O-] (3-methyl-2-nitrobenzoic acid), P(Cl)(Cl)(Cl)(Cl)Cl (phosphorus pentachloride), acid chloride, O.NC1=NN=NN1 (5-aminotetrazole monohydrate), crude product, CC=1C(=C(C(=O)Cl)C=CC1)[N+](=O)[O-] (3-methyl-2-nitrobenzoyl chloride). The solvent is C1CCCCC1 (cyclohexane), O (water), O1CCCC1 (tetrahydrofuran), O (water), O1CCCC1 (tetrahydrofuran), C(Cl)Cl (methylene chloride). Run at time 4 hour. Product: CC=1C(=C(C(=O)NC2=NN=NN2)C=CC1)[N+](=O)[O-] (3-methyl-2-nitro-N-(1H-tetrazol-5-yl)benzamide). As a reaction SMILES: [CH3:1][C:2]1[C:3]([N+:11]([O-:13])=[O:12])=[C:4]([CH:8]=[CH:9][CH:10]=1)[C:5](O)=[O:6].P(Cl)(Cl)(Cl)(Cl)Cl.CC1C([N+]([O-])=O)=C(C=CC=1)C(Cl)=O.O.[NH2:34][C:35]1[NH:39][N:38]=[N:37][N:36]=1>C1CCCCC1.O1CCCC1.O.C(Cl)Cl>[CH3:1][C:2]1[C:3]([N+:11]([O-:13])=[O:12])=[C:4]([CH:8]=[CH:9][CH:10]=1)[C:5]([NH:34][C:35]1[NH:39][N:38]=[N:37][N:36]=1)=[O:6] |f:3.4|. Procedure details: The reaction of 50 g of 3-methyl-2-nitrobenzoic acid and 57.5 g of phosphorus pentachloride in 300 ml of cyclohexane gave, after treatment of the crude product with methylene chloride, 3-methyl-2-nitrobenzoyl chloride melting at about 81°-82° C. A solution of 53.1 g of this acid chloride and 50 ml of tetrahydrofuran was added to a warm solution of 55 g of 5-aminotetrazole monohydrate in 500 ml of tetrahydrofuran and 20 ml of water. The reaction was exothermic, a white precipitate formed and the ...